Task: describe an organic reaction: reactants, conditions, products, and yield. Dataset: the Open Reaction Database (ORD), a public repository of structured organic reaction records Starting materials: FC1=CC=C(C=C1)NC(NC1=CC=C(C=C1)C=1C=C2CN(C(C2=CC1)=O)[C@H](C(=O)O)C(C)C)=O ((S)-2-(5-(4-(3-(4-Fluorophenyl)ureido)phenyl)-1-oxoisoindolin-2-yl)-3-methylbutanoic acid), C(#N)C=1C=C(C=CC1)NC(NC1=CC=C(C=C1)C=1C=C2CN(C(C2=CC1)=O)[C@H](C(=O)OC)C(C)C)=O ((S)-Methyl 2-(5-(4-(3-(3-cyanophenyl)ureido)phenyl)-1-oxoisoindolin-2-yl)-3-methylbutanoate). Product: C(#N)C=1C=C(C=CC1)NC(NC1=CC=C(C=C1)C=1C=C2CN(C(C2=CC1)=O)[C@H](C(=O)O)C(C)C)=O ((S)-2-(5-(4-(3-(3-Cyanophenyl)ureido)phenyl)-1-oxoisoindolin-2-yl)-3-methylbutanoic acid). The yield is 86.0%. As a reaction SMILES: FC1C=CC(NC(=O)NC2C=CC(C3C=C4C(=CC=3)C(=O)N([C@@H](C(C)C)C(O)=O)C4)=CC=2)=CC=1.[C:35]([C:37]1[CH:38]=[C:39]([NH:43][C:44](=[O:70])[NH:45][C:46]2[CH:51]=[CH:50][C:49]([C:52]3[CH:53]=[C:54]4[C:58](=[CH:59][CH:60]=3)[C:57](=[O:61])[N:56]([C@@H:62]([CH:67]([CH3:69])[CH3:68])[C:63]([O:65]C)=[O:64])[CH2:55]4)=[CH:48][CH:47]=2)[CH:40]=[CH:41][CH:42]=1)#[N:36]>>[C:35]([C:37]1[CH:38]=[C:39]([NH:43][C:44](=[O:70])[NH:45][C:46]2[CH:47]=[CH:48][C:49]([C:52]3[CH:53]=[C:54]4[C:58](=[CH:59][CH:60]=3)[C:57](=[O:61])[N:56]([C@@H:62]([CH:67]([CH3:68])[CH3:69])[C:63]([OH:65])=[O:64])[CH2:55]4)=[CH:50][CH:51]=2)[CH:40]=[CH:41][CH:42]=1)#[N:36]. Reported procedure: The compound of example 255 was prepared analogous to compound of example 225 by hydrolysis of compound of example 254. The reactants are CI, CC(c1ccc(-c2ccc(=O)[nH]n2)cc1)N1CCC(CCCO)(c2ccc(F)cc2)OC1=O, [H-], [Na+]. The product is CC(c1ccc(-c2ccc(=O)n(C)n2)cc1)N1CCC(CCCO)(c2ccc(F)cc2)OC1=O. RXN SMILES: [CH3:36][I:37].[F:1][c:2]1[cH:3][cH:4][c:5]([C:8]2([CH2:30][CH2:31][CH2:32][OH:33])[CH2:9][CH2:10][N:11]([CH:15]([CH3:16])[c:17]3[cH:18][cH:19][c:20](-[c:23]4[n:24][nH:25][c:26](=[O:29])[cH:27][cH:28]4)[cH:21][cH:22]3)[C:12](=[O:14])[O:13]2)[cH:6][cH:7]1.[H-:35].[Na+:34]>>[F:1][c:2]1[cH:3][cH:4][c:5]([C:8]2([CH2:30][CH2:31][CH2:32][OH:33])[CH2:9][CH2:10][N:11]([CH:15]([CH3:16])[c:17]3[cH:18][cH:19][c:20](-[c:23]4[n:24][n:25]([CH3:36])[c:26](=[O:29])[cH:27][cH:28]4)[cH:21][cH:22]3)[C:12](=[O:14])[O:13]2)[cH:6][cH:7]1. Reactants: CC([O-])=S, CCOC(=O)C(Cl)c1ccc(C)c(C)c1, [K+], CN(C)C=O, O. The product is CCOC(=O)C(SC(C)=O)c1ccc(C)c(C)c1. Reaction SMILES: [C:1]([CH3:2])(=[S:3])[O-:4].[Cl:6][CH:7]([C:8](=[O:9])[O:10][CH2:11][CH3:12])[c:13]1[cH:14][c:15]([CH3:20])[c:16]([CH3:19])[cH:17][cH:18]1.[K+:5].[O:22]=[CH:23][N:24]([CH3:25])[CH3:26].[OH2:21]>>[C:1]([CH3:2])([S:3][CH:7]([C:8](=[O:9])[O:10][CH2:11][CH3:12])[c:13]1[cH:14][c:15]([CH3:20])[c:16]([CH3:19])[cH:17][cH:18]1)=[O:4]. The reactants are resultant mixture, COC(C=CC1=CC(=CC=C1)S(NCC1=CC=CC2=CC=CC=C12)(=O)=O)=O (3-{3-[(Naphthalen-1-ylmethyl)-sulfamoyl]-phenyl}-acrylic acid methyl ester), CO (methanol). Conditions: time 30 minute. Yields the product C1(=CC=CC2=CC=CC=C12)CNS(=O)(=O)C=1C=C(C=CC1)C=CC(=O)O (3-{3-[(Naphthalen-1-ylmethyl)-sulfamoyl]-phenyl}-acrylic acid), solid. Isolated yield 76.0%. RXN SMILES: C[O:2][C:3](=[O:27])[CH:4]=[CH:5][C:6]1[CH:11]=[CH:10][CH:9]=[C:8]([S:12](=[O:26])(=[O:25])[NH:13][CH2:14][C:15]2[C:24]3[C:19](=[CH:20][CH:21]=[CH:22][CH:23]=3)[CH:18]=[CH:17][CH:16]=2)[CH:7]=1.CO>>[C:15]1([CH2:14][NH:13][S:12]([C:8]2[CH:7]=[C:6]([CH:5]=[CH:4][C:3]([OH:27])=[O:2])[CH:11]=[CH:10][CH:9]=2)(=[O:26])=[O:25])[C:24]2[C:19](=[CH:20][CH:21]=[CH:22][CH:23]=2)[CH:18]=[CH:17][CH:16]=1. Reported procedure: To a suspension of 3-{3-[(naphthalen-1-ylmethyl)-sulfamoyl]-phenyl}-acrylic acid methyl ester (14a) (0.44 g, 1.15 mmol) in methanol (5 ml) 1N NaOH solution (3.45 ml, 3.45 mmol) was added and the resultant mixture was stirred at ambient temperature overnight. The reaction mixture was partitioned between ethyl acetate and water. The aqueous layer was acidified with 2N HCl solution and stirred for 30 min. The precipitated solid was filtered, washed with water and dried in desiccator over P2O5. The ... Reactants: CCOC(=O)c1oc2cccc(O)c2c1C, CC(=O)Cl, [Cl-], [Cl-], [Cl-], [Cl-], Clc1ccccc1, [Ti+4]. The product is CCOC(=O)c1oc2ccc(C(C)=O)c(O)c2c1C. RXN SMILES: [CH2:1]([CH3:2])[O:3][C:4](=[O:5])[c:6]1[o:7][c:8]2[c:9]([c:10]1[CH3:11])[c:12]([OH:16])[cH:13][cH:14][cH:15]2.[CH3:17][C:18]([Cl:19])=[O:20].[Cl-:21].[Cl-:22].[Cl-:23].[Cl-:24].[Cl:26][c:27]1[cH:28][cH:29][cH:30][cH:31][cH:32]1.[Ti+4:25]>>[CH2:1]([CH3:2])[O:3][C:4](=[O:5])[c:6]1[o:7][c:8]2[c:9]([c:10]1[CH3:11])[c:12]([OH:16])[c:13]([C:18]([CH3:17])=[O:20])[cH:14][cH:15]2.